Dataset: the Open Reaction Database (ORD), a public repository of structured organic reaction records. Task: describe an organic reaction: reactants, conditions, products, and yield Starting materials: CC(C)(C)c1csc(-c2cc3cc(OCc4ccccc4CC#N)ccc3o2)n1, O=C([O-])O, COCCOCCO, Cl, [K+], [Na+], [Na+], [OH-], [OH-]. The product is CC(C)(C)c1csc(-c2cc3cc(OCc4ccccc4CC(=O)O)ccc3o2)n1, Cl. Reaction SMILES: [C:1]([CH3:2])([CH3:3])([CH3:4])[c:5]1[n:6][c:7](-[c:10]2[o:11][c:12]3[c:13]([cH:14]2)[cH:15][c:16]([O:19][CH2:20][c:21]2[c:22]([CH2:27][C:28]#[N:29])[cH:23][cH:24][cH:25][cH:26]2)[cH:17][cH:18]3)[s:8][cH:9]1.[C:33]([OH:34])([O-:35])=[O:36].[CH3:38][O:39][CH2:40][CH2:41][O:42][CH2:43][CH2:44][OH:45].[ClH:32].[K+:31].[Na+:37].[Na+:47].[OH-:30].[OH-:46]>>[C:1]([CH3:2])([CH3:3])([CH3:4])[c:5]1[n:6][c:7](-[c:10]2[o:11][c:12]3[c:13]([cH:14]2)[cH:15][c:16]([O:19][CH2:20][c:21]2[c:22]([CH2:27][C:33]([OH:34])=[O:36])[cH:23][cH:24][cH:25][cH:26]2)[cH:17][cH:18]3)[s:8][cH:9]1.[ClH:32]. The reactants are S1C(=CC=C1)CN1CCNCC1 (N-(2-thienylmethyl)piperazine), O=C1NC=2C(=NC=3C=CC(=CC3C2)OCCCC(=O)O)N1 (4-[(2,3-dihydro-2-oxo-1H-imidazo[4,5-b]quinolin-7-yl)oxy]butyric acid). Yields the product O=C1NC=2C(=NC=3C=CC(=CC3C2)OCCCC(=O)N2CCN(CC2)CC=2SC=CC2)N1 (1-[4-(2,3-Dihydro-2-oxo-1H-imidazo[4,5-b]quinolin-7-yloxy)-1-oxobutyl]-4-(2-thienylmethyl)piperazine). As a reaction SMILES: [S:1]1[CH:5]=[CH:4][CH:3]=[C:2]1[CH2:6][N:7]1[CH2:12][CH2:11][NH:10][CH2:9][CH2:8]1.[O:13]=[C:14]1[NH:33][C:17]2=[N:18][C:19]3[CH:20]=[CH:21][C:22]([O:26][CH2:27][CH2:28][CH2:29][C:30](O)=[O:31])=[CH:23][C:24]=3[CH:25]=[C:16]2[NH:15]1>>[O:13]=[C:14]1[NH:33][C:17]2=[N:18][C:19]3[CH:20]=[CH:21][C:22]([O:26][CH2:27][CH2:28][CH2:29][C:30]([N:10]4[CH2:9][CH2:8][N:7]([CH2:6][C:2]5[S:1][CH:5]=[CH:4][CH:3]=5)[CH2:12][CH2:11]4)=[O:31])=[CH:23][C:24]=3[CH:25]=[C:16]2[NH:15]1. Procedure: Reaction of N-(2-thienylmethyl)piperazine and 4-[(2,3-dihydro-2-oxo-1H-imidazo[4,5-b]quinolin-7-yl)oxy]butyric acid (2 g) analogously to the procedure of Example 4 gave the title compound after suspending in methanol as the dihydrochloride salt; yield 3.50 g (95%), m.p. 244°-245° C. (dec). Reactants: C1CCOC1, Cn1cnc(-c2cc3nccc(Oc4ccc(N)cc4)c3s2)c1, CC#N, O=C(Cc1ccccc1)N=C=S. The product is Cn1cnc(-c2cc3nccc(Oc4ccc(NC(=S)NC(=O)Cc5ccccc5)cc4)c3s2)c1. Reaction SMILES: [CH2:39]1[O:40][CH2:41][CH2:42][CH2:43]1.[CH3:1][n:2]1[cH:3][n:4][c:5](-[c:7]2[cH:8][c:9]3[n:10][cH:11][cH:12][c:13]([O:16][c:17]4[cH:18][cH:19][c:20]([NH2:23])[cH:21][cH:22]4)[c:14]3[s:15]2)[cH:6]1.[CH3:36][C:37]#[N:38].[c:24]1([CH2:30][C:31](=[O:32])[N:33]=[C:34]=[S:35])[cH:25][cH:26][cH:27][cH:28][cH:29]1>>[CH3:1][n:2]1[cH:3][n:4][c:5](-[c:7]2[cH:8][c:9]3[n:10][cH:11][cH:12][c:13]([O:16][c:17]4[cH:18][cH:19][c:20]([NH:23][C:34]([NH:33][C:31]([CH2:30][c:24]5[cH:25][cH:26][cH:27][cH:28][cH:29]5)=[O:32])=[S:35])[cH:21][cH:22]4)[c:14]3[s:15]2)[cH:6]1. Reactants: C1(=CC=C(C=C1)S(=O)(=O)Cl)C (p-toluenesulfonyl chloride), FC=1C=C(C=CC1N1CCSCC1)N1C(OC(C1)CO)=O ([3-[3-fluoro-4-(4-thiomorpholinyl)phenyl]-2-oxo-5-oxazolidinyl]methanol), CO.C(Cl)(Cl)Cl (MeOH CHCl3). The solvent is N1=CC=CC=C1 (pyridine). Conditions: temperature 0 celsius, time 7 hour. The product is FC=1C=C(C=CC1N1CCSCC1)N1C(O[C@H](C1)COS(=O)(=O)C1=CC=C(C=C1)C)=O ((R)-[[3-[3-fluoro-4-(4-thiomorpholinyl)phenyl]-2-oxo-5-oxazolidinyl]methyl]-p-toluenesulfonate). RXN SMILES: [F:1][C:2]1[CH:3]=[C:4]([N:14]2[CH2:18][CH:17]([CH2:19][OH:20])[O:16][C:15]2=[O:21])[CH:5]=[CH:6][C:7]=1[N:8]1[CH2:13][CH2:12][S:11][CH2:10][CH2:9]1.[C:22]1([CH3:32])[CH:27]=[CH:26][C:25]([S:28](Cl)(=[O:30])=[O:29])=[CH:24][CH:23]=1.CO.C(Cl)(Cl)Cl>N1C=CC=CC=1>[F:1][C:2]1[CH:3]=[C:4]([N:14]2[CH2:18][C@H:17]([CH2:19][O:20][S:28]([C:25]3[CH:26]=[CH:27][C:22]([CH3:32])=[CH:23][CH:24]=3)(=[O:30])=[O:29])[O:16][C:15]2=[O:21])[CH:5]=[CH:6][C:7]=1[N:8]1[CH2:9][CH2:10][S:11][CH2:12][CH2:13]1 |f:2.3|. Procedure: The [3-[3-fluoro-4-(4-thiomorpholinyl)phenyl]-2-oxo-5-oxazolidinyl]methanol (1.465 g, 4.69 mmol) was dissolved in pyridine (15 mL) and then cooled to 0° C. (ice bath). This solution was next treated with p-toluenesulfonyl chloride (1.34 g, 7.035 mmol) and allowed to stir at 0° C. under N2 for 7 hours. At this point, the reaction was stoppered and stored in the freezer overnight (16 hours). In the morning, the reaction showed only a trace of starting material by TLC (5% MeOH/CHCl3, UV short wave)...